From a dataset of the Open Reaction Database (ORD), a public repository of structured organic reaction records. describe an organic reaction: reactants, conditions, products, and yield Starting materials: COC(=O)CC(C)(C)n1cnc(NC(=O)C(C)N)c1, CC(C)(C)C(O)C(=O)O. The product is COC(=O)CC(C)(C)n1cnc(NC(=O)C(C)NC(=O)C(O)C(C)(C)C)c1. RXN SMILES: [CH3:1][O:2][C:3]([CH2:4][C:5]([CH3:6])([CH3:7])[n:8]1[cH:9][n:10][c:11]([NH:13][C:14]([CH:15]([CH3:16])[NH2:17])=[O:18])[cH:12]1)=[O:19].[OH:20][CH:21]([C:22](=[O:23])[OH:24])[C:25]([CH3:26])([CH3:27])[CH3:28]>>[CH3:1][O:2][C:3]([CH2:4][C:5]([CH3:6])([CH3:7])[n:8]1[cH:9][n:10][c:11]([NH:13][C:14]([CH:15]([CH3:16])[NH:17][C:22]([CH:21]([OH:20])[C:25]([CH3:26])([CH3:27])[CH3:28])=[O:23])=[O:18])[cH:12]1)=[O:19].